From a dataset of the Open Reaction Database (ORD), a public repository of structured organic reaction records. describe an organic reaction: reactants, conditions, products, and yield Reactants: C(C)NCC (Diethylamine), C(C#C)O (propargyl alcohol), C(#N)CC(=O)OCC(CCCC)CC (2-Ethylhexyl cyanoacetate), C(C)(=O)O (acetic acid), C(C)NCC (N,N-diethylamine). The reagents and catalysts are [O-2].[O-2].[Mn+4] (manganese dioxide). Solvent: ClCCl (dichloromethane), C1(=CC=CC=C1)C (toluene). Reaction conditions: temperature 90 celsius, time 5 hour. Product: C(#N)/C(/C(=O)OCC(CCCC)CC)=C\C=C\N(CC)CC (2-ethylhexyl (2E,4E)-2-cyano-5-(diethylamino)-penta-2,4-dienoate). Yield: 23.0%. RXN SMILES: [CH2:1]([NH:3][CH2:4][CH3:5])[CH3:2].[CH2:6](O)[C:7]#[CH:8].[C:10]([CH2:12][C:13]([O:15][CH2:16][CH:17]([CH2:22][CH3:23])[CH2:18][CH2:19][CH2:20][CH3:21])=[O:14])#[N:11].C(O)(=O)C>C1(C)C=CC=CC=1.[O-2].[O-2].[Mn+4].ClCCl>[C:10](/[C:12](=[CH:6]\[CH:7]=[CH:8]\[N:3]([CH2:4][CH3:5])[CH2:1][CH3:2])/[C:13]([O:15][CH2:16][CH:17]([CH2:22][CH3:23])[CH2:18][CH2:19][CH2:20][CH3:21])=[O:14])#[N:11] |f:5.6.7|. Reported procedure: Diethylamine (30 g, 0.41 mol) and propargyl alcohol (18.4 g, 0.328 mol) are dissolved in 250 ml of toluene. 72.6 g of manganese dioxide (activated, <5 μm; 2.5 equiv.) are added portionwise while controlling the strong exotherm (temperature <50° C.) and the mixture is left stirring at 90° C. for 5 hours. The reaction mixture is filtered. The yellow filtrate is poured into a reactor surmounted by a Dean and Stark apparatus. 2-Ethylhexyl cyanoacetate (61.5 g, 0.312 mol) and catalyst (0.1 equiv., 1.... Starting materials: COC(C1=C(C=C(C(=C1)OC)C(C)(C)C)C=1C(=NC=CC1)OCC1=CC=CC=C1)=O (2-(2-benzyloxypyridin-3-yl)-4-tert-butyl-5-methoxybenzoic acid methyl ester), C1CCOC1 (THF), Cl (HCl), [OH-].[Na+] (NaOH). The solvent is CO (MeOH), O (H2O). Conditions: temperature 70 celsius. The product is C(C1=CC=CC=C1)OC1=NC=CC=C1C1=C(C(=O)O)C=C(C(=C1)C(C)(C)C)OC (2-(2-benzyloxypyridin-3-yl)-4-tert-butyl-5-methoxybenzoic acid). The yield is 96.9%. Reaction SMILES: C[O:2][C:3](=[O:30])[C:4]1[CH:9]=[C:8]([O:10][CH3:11])[C:7]([C:12]([CH3:15])([CH3:14])[CH3:13])=[CH:6][C:5]=1[C:16]1[C:17]([O:22][CH2:23][C:24]2[CH:29]=[CH:28][CH:27]=[CH:26][CH:25]=2)=[N:18][CH:19]=[CH:20][CH:21]=1.C1COCC1.[OH-].[Na+].Cl>CO.O>[CH2:23]([O:22][C:17]1[C:16]([C:5]2[CH:6]=[C:7]([C:12]([CH3:13])([CH3:15])[CH3:14])[C:8]([O:10][CH3:11])=[CH:9][C:4]=2[C:3]([OH:30])=[O:2])=[CH:21][CH:20]=[CH:19][N:18]=1)[C:24]1[CH:29]=[CH:28][CH:27]=[CH:26][CH:25]=1 |f:2.3|. Procedure details: step 3—To a suspension of 66 (960 mg, 2.36 mmol) in MeOH (15 mL), H2O (10 mL), and THF (10 mL) was added NaOH (1.00 g, 23.6 mmol). The reaction mixture was heated at 70° C. overnight and gradually became homogeneous. The mixture was cooled to 0° C., acidified to pH 3 with 1.0 M aq HCl and thrice extracted with EtOAc. The combined extracts were dried (MgSO4), filtered and concentrated under reduced pressure to afford 895 mg (97%) of 2-(2-benzyloxypyridin-3-yl)-4-tert-butyl-5-methoxybenzoic acid (... Starting materials: CN(C)C=O, CS(=O)(=O)c1ccc(-n2cc(CO)nc2-c2ccc(Cl)cc2)cc1, [H-], [Na+], OCc1ccccc1. Yields the product CS(=O)(=O)c1ccc(-n2cc(COCc3ccccc3)nc2-c2ccc(Cl)cc2)cc1. RXN SMILES: [CH3:35][N:36]([CH3:37])[CH:38]=[O:39].[Cl:11][c:12]1[cH:13][cH:14][c:15](-[c:18]2[n:19](-[c:25]3[cH:26][cH:27][c:28]([S:31](=[O:32])(=[O:33])[CH3:34])[cH:29][cH:30]3)[cH:20][c:21]([CH2:23][OH:24])[n:22]2)[cH:16][cH:17]1.[H-:1].[Na+:2].[OH:3][CH2:4][c:5]1[cH:6][cH:7][cH:8][cH:9][cH:10]1>>[O:3]([CH2:4][c:5]1[cH:6][cH:7][cH:8][cH:9][cH:10]1)[CH2:23][c:21]1[cH:20][n:19](-[c:25]2[cH:26][cH:27][c:28]([S:31](=[O:32])(=[O:33])[CH3:34])[cH:29][cH:30]2)[c:18](-[c:15]2[cH:14][cH:13][c:12]([Cl:11])[cH:17][cH:16]2)[n:22]1. Reactants: Cl (hydrochloric acid), C(#N)CC1=NN(N=C1C)C1=CC=CC=C1 (4-cyanomethyl-5-methyl-2-phenyl-1,2,3-triazole), CC=1SC(=C(N1)C)C(=O)N1N=CC=C1 (1-(2,4-dimethylthiazol-5-carbonyl)pyrazole), CC(C)([O-])C.[K+] (potassium tert-butoxide). Solvent: O1CCCC1 (tetrahydrofuran). Reaction conditions: time 1 hour. Yields the product CC=1SC(=C(N1)C)C(=C(C#N)C1=NN(N=C1C)C1=CC=CC=C1)O (3-(2,4-Dimethylthiazol-5-yl)-3-hydroxy-2-(5-methyl-2-phenyl-1,2,3-triazol4-yl)acrylonitrile). Isolated yield 51.6%. RXN SMILES: [C:1]([CH2:3][C:4]1[C:8]([CH3:9])=[N:7][N:6]([C:10]2[CH:15]=[CH:14][CH:13]=[CH:12][CH:11]=2)[N:5]=1)#[N:2].[CH3:16][C:17]1[S:18][C:19]([C:23](N2C=CC=N2)=[O:24])=[C:20]([CH3:22])[N:21]=1.CC(C)([O-])C.[K+].Cl>O1CCCC1>[CH3:16][C:17]1[S:18][C:19]([C:23]([OH:24])=[C:3]([C:4]2[C:8]([CH3:9])=[N:7][N:6]([C:10]3[CH:15]=[CH:14][CH:13]=[CH:12][CH:11]=3)[N:5]=2)[C:1]#[N:2])=[C:20]([CH3:22])[N:21]=1 |f:2.3|. Reported procedure: 0.90 g of 4-cyanomethyl-5-methyl-2-phenyl-1,2,3-triazole and 1.04 g of 1-(2,4-dimethylthiazol-5-carbonyl)pyrazole were dissolved in tetrahydrofuran, and 1.02 g of potassium tert-butoxide was added thereto at 0° C. After stirring for 1 hour at room temperature, diluted hydrochloric acid was added to the reaction solution to make it acid. The solution was extracted with ethyl acetate, and dried over anhydrous sodium sulfate. The solvent was distilled off under reduced pressure, and the resulting s...